Task: describe an organic reaction: reactants, conditions, products, and yield. Dataset: the Open Reaction Database (ORD), a public repository of structured organic reaction records Conditions: time 7 hour. Run in CN(C=O)C (dimethylformamide), Cl (hydrochloric acid), O (water), Cl (hydrogen chloride), CN(C=O)C (dimethylformamide). Reactants: [H-].[Na+] (sodium hydride), C(C)(=O)C=1C=C2C(=CC(=NC2=C(C1O)CCC)C(=O)OCC)N(C)C (Ethyl 6-acetyl-7-hydroxy-4-dimethylamino-8-propyl-quinoline-2-carboxylate), C(C(=O)OCC)(=O)OCC (diethyl oxalate), CCOCC (ether). RXN SMILES: [C:1]([C:4]1[CH:5]=[C:6]2[C:11](=[C:12]([CH2:15][CH2:16][CH3:17])[C:13]=1[OH:14])[N:10]=[C:9]([C:18]([O:20][CH2:21][CH3:22])=[O:19])[CH:8]=[C:7]2[N:23]([CH3:25])[CH3:24])(=[O:3])[CH3:2].[C:26](OCC)(=O)[C:27]([O:29][CH2:30][CH3:31])=[O:28].CCOCC.[H-].[Na+]>CN(C)C=O.Cl.O>[CH3:25][N:23]([CH3:24])[C:7]1[C:6]2[C:11](=[C:12]([CH2:15][CH2:16][CH3:17])[C:13]3[O:14][C:26]([C:27]([O:29][CH2:30][CH3:31])=[O:28])=[CH:2][C:1](=[O:3])[C:4]=3[CH:5]=2)[N:10]=[C:9]([C:18]([O:20][CH2:21][CH3:22])=[O:19])[CH:8]=1 |f:3.4|. Product: CN(C1=CC(=NC2=C(C3=C(C=C12)C(C=C(O3)C(=O)OCC)=O)CCC)C(=O)OCC)C (Diethyl 6-dimethylamino-4-oxo-10-propyl-4H-pyrano[3,2-g]quinoline-2,8-dicarboxylate). Procedure: A mixture of the product of step (b) (1.6 g; 4.8426 mmole) and diethyl oxalate (5.7 g; 39.041 mmole; 5.3 ml) in dry dimethylformamide (60 ml) was added slowly to a stirring suspension of ether washed sodium hydride (0.29 g; 12.0808 mmole) in dry dimethylformamide (10 ml) under nitrogen. After the addition, the mixture was allowed to stir for 7 hours. The reaction mixture was poured onto ice and was then acidified with dilute hydrochloric acid. The pH of the mixture was adjusted to about 6 before... The reactants are CO3, [N+](=O)([O-])C=1NC=CN1 (2-nitroimidazole), BrCCC=C(C)C (5-Bromo-2-methyl-2-pentene). Run in C(C)OCC (diethyl ether), CN(C=O)C (dimethylformamide). Conditions: temperature 75 celsius, time 48 hour. The product is CC(=CCCN1C(=NC=C1)[N+](=O)[O-])C (4-Methyl-1-(2-nitro-1H-imidazol-1-yl)-3-pentene). RXN SMILES: Br[CH2:2][CH2:3][CH:4]=[C:5]([CH3:7])[CH3:6].[N+:8]([C:11]1[NH:12][CH:13]=[CH:14][N:15]=1)([O-:10])=[O:9]>CN(C)C=O.C(OCC)C>[CH3:6][C:5]([CH3:7])=[CH:4][CH2:3][CH2:2][N:12]1[CH:13]=[CH:14][N:15]=[C:11]1[N+:8]([O-:10])=[O:9]. Procedure details: 5-Bromo-2-methyl-2-pentene (25 g, 0.154 mol) was dissolved in dry dimethylformamide (DMF) (200 mL). To the solution was added K2 CO3 (21.3 g, 0.154 mol) and 2-nitroimidazole (17.4 g, 0.154 mol). The mixture was stirred under N2 atmosphere at 75° C. for 48 hours. DMF was evaporated on a rotary evaporator. The yellow gummy residue was stirred with water (150 mL) to give yellow solid, which was dissolved in diethyl ether (150 mL), dried over Na2SO4 and evaporated on a rotary evaporator to yield the... Starting materials: NS(=O)(=O)c1ccc(Cl)cc1, NN, O. The product is NNc1ccc(S(N)(=O)=O)cc1. RXN SMILES: [Cl:1][c:2]1[cH:3][cH:4][c:5]([S:8](=[O:9])(=[O:10])[NH2:11])[cH:6][cH:7]1.[NH2:12][NH2:13].[OH2:14]>>[c:2]1([NH:12][NH2:13])[cH:3][cH:4][c:5]([S:8](=[O:9])(=[O:10])[NH2:11])[cH:6][cH:7]1. The reactants are 34b, C(C)(C)(C)OC(=O)N1CCC(=CC1)C=1C=2N(C=CC1)N=C(N2)NC2=CC=C(C=C2)OC (4-[2-(4-methoxy-phenylamino)-[1,2,4]triazolo[1,5-a]pyridin-8-yl]-3,6-dihydro-2H-pyridine-1-carboxylic acid tert-butyl ester), ClCCl (dichloromethane), FC(C(=O)O)(F)F (trifluoroacetic Acid), BrC=1C=2N(C=CC1)N=C(N2)NC2=CC=C(C=C2)OC ((8-bromo-[1,2,4]triazolo[1,5-a]pyridin-2-yl)-(4-methoxy-phenyl)-amine), C(C)(C)(C)OC(=O)N1CCC(=CC1)B1OC(C(O1)(C)C)(C)C (4-(4,4,5,5-tetramethyl-[1,3,2]dioxaborolan-2-yl)-3,6-dihydro-2H-pyridine-1-carboxylic acid tert-butyl ester). Reagents/catalysts: C1=CC=C(C=C1)P([C-]2C=CC=C2)C3=CC=CC=C3.C1=CC=C(C=C1)P([C-]2C=CC=C2)C3=CC=CC=C3.Cl[Pd]Cl.[Fe+2] (Pd(dppf)Cl2). Conditions: time 4 day. The product is C(C)(C)(C)OC(=O)N1CCC(=CC1)C=1C=2N(C=CC1)N=C(N2)NC2=CC=C(C=C2)OC (4-[2-(4-Methoxy-phenylamino)-[1,2,4]triazolo[1,5-a]pyridin-8-yl]-3,6-dihydro-2H-pyridine-1-carboxylic acid tert-butyl ester), COC1=CC=C(C=C1)NC1=NN2C(C(=CC=C2)C=2CCNCC2)=N1 ((4-Methoxy-phenyl)-[8-(1,2,3,6-tetrahydro-pyridin-4-yl)-[1,2,4]triazolo[1,5-a]pyridin-2-yl]-amine), resin. The yield is 62.0%. Reaction SMILES: BrC1C2N(N=C(NC3C=CC(OC)=CC=3)N=2)C=CC=1.C(OC(N1CC=C(B2OC(C)(C)C(C)(C)O2)CC1)=O)(C)(C)C.[C:42]([O:46][C:47]([N:49]1[CH2:54][CH:53]=[C:52]([C:55]2[C:56]3[N:57]([N:61]=[C:62]([NH:64][C:65]4[CH:70]=[CH:69][C:68]([O:71][CH3:72])=[CH:67][CH:66]=4)[N:63]=3)[CH:58]=[CH:59][CH:60]=2)[CH2:51][CH2:50]1)=[O:48])([CH3:45])([CH3:44])[CH3:43].ClCCl.FC(F)(F)C(O)=O>C1C=CC(P(C2C=CC=CC=2)[C-]2C=CC=C2)=CC=1.C1C=CC(P(C2C=CC=CC=2)[C-]2C=CC=C2)=CC=1.Cl[Pd]Cl.[Fe+2]>[C:42]([O:46][C:47]([N:49]1[CH2:50][CH:51]=[C:52]([C:55]2[C:56]3[N:57]([N:61]=[C:62]([NH:64][C:65]4[CH:70]=[CH:69][C:68]([O:71][CH3:72])=[CH:67][CH:66]=4)[N:63]=3)[CH:58]=[CH:59][CH:60]=2)[CH2:53][CH2:54]1)=[O:48])([CH3:45])([CH3:44])[CH3:43].[CH3:72][O:71][C:68]1[CH:67]=[CH:66][C:65]([NH:64][C:62]2[N:63]=[C:56]3[C:55]([C:52]4[CH2:53][CH2:54][NH:49][CH2:50][CH:51]=4)=[CH:60][CH:59]=[CH:58][N:57]3[N:61]=2)=[CH:70][CH:69]=1 |f:5.6.7.8|. Procedure: 4-[2-(4-Methoxy-phenylamino)-[1,2,4]triazolo[1,5-a]pyridin-8-yl]-3,6-dihydro-2H-pyridine-1-carboxylic acid tert-butyl ester was prepared from (8-bromo-[1,2,4]triazolo[1,5-a]pyridin-2-yl)-(4-methoxy-phenyl)-amine (150.0 mg, 0.4700 mmol) and 4-(4,4,5,5-tetramethyl-[1,3,2]dioxaborolan-2-yl)-3,6-dihydro-2H-pyridine-1-carboxylic acid tert-butyl ester (160.0 mg, 0.5174 mmol) with Pd(dppf)Cl2 (0.035 g) as the catalyst in a manner analogous to Step 19e. The reaction product was isolated as a clear visco... The reactants are C(CC)SCC1=NC2=C(N1CC1=CC=C(C=C1)C=1C(=CC=CC1)C(=O)O)C=CC=C2 (4'-[(2-n-propylthiomethyl-benzimidazol-1-yl)-methyl]-biphenyl-2-carboxylic acid), OO (hydrogen peroxide). The solvent is C(C)(=O)O (acetic acid). The product is C(CC)S(=O)CC1=NC2=C(N1CC1=CC=C(C=C1)C=1C(=CC=CC1)C(=O)O)C=CC=C2 (4'-[(2-n-Propylsulphinylmethyl-benzimidazol-1-yl)-methyl]biphenyl-2-carboxylic acid). RXN SMILES: [CH2:1]([S:4][CH2:5][C:6]1[N:10]([CH2:11][C:12]2[CH:17]=[CH:16][C:15]([C:18]3[C:19]([C:24]([OH:26])=[O:25])=[CH:20][CH:21]=[CH:22][CH:23]=3)=[CH:14][CH:13]=2)[C:9]2[CH:27]=[CH:28][CH:29]=[CH:30][C:8]=2[N:7]=1)[CH2:2][CH3:3].[OH:31]O>C(O)(=O)C>[CH2:1]([S:4]([CH2:5][C:6]1[N:10]([CH2:11][C:12]2[CH:17]=[CH:16][C:15]([C:18]3[C:19]([C:24]([OH:26])=[O:25])=[CH:20][CH:21]=[CH:22][CH:23]=3)=[CH:14][CH:13]=2)[C:9]2[CH:27]=[CH:28][CH:29]=[CH:30][C:8]=2[N:7]=1)=[O:31])[CH2:2][CH3:3]. Procedure: Prepared in analogous manner to Example 63 from 4'-[(2-n-propylthiomethyl-benzimidazol-1-yl)-methyl]-biphenyl-2-carboxylic acid and hydrogen peroxide in glacial acetic acid. The reactants are ClC=1C=C(C=C(C1Cl)Cl)N1CCNCC1 (1-(3,4,5-trichlorophenyl) piperazine), C(C)(=O)OC(C)=O (acetic anhydride). The solvent is C(C)O (ethanol). Reaction conditions: time 8 hour. The product is C(C)(=O)N1CCN(CC1)C1=CC(=C(C(=C1)Cl)Cl)Cl (1-acetyl-4-(3,4,5-trichlorophenyl) piperazine). Yield: 76.0%. RXN SMILES: [Cl:1][C:2]1[CH:3]=[C:4]([N:10]2[CH2:15][CH2:14][NH:13][CH2:12][CH2:11]2)[CH:5]=[C:6]([Cl:9])[C:7]=1[Cl:8].[C:16](OC(=O)C)(=[O:18])[CH3:17]>C(O)C>[C:16]([N:13]1[CH2:12][CH2:11][N:10]([C:4]2[CH:3]=[C:2]([Cl:1])[C:7]([Cl:8])=[C:6]([Cl:9])[CH:5]=2)[CH2:15][CH2:14]1)(=[O:18])[CH3:17]. Procedure details: A mixture of 1-(3,4,5-trichlorophenyl) piperazine (0.5 g) and acetic anhydride (0.4 ml) in ethanol (10 ml) was left to stand overnight at ambient temperature. The solvent was removed in vacuo and the residue was crystallised from ethyl acetate-light petroleum (b.p. 40°-60°) to give 1-acetyl-4-(3,4,5-trichlorophenyl) piperazine (0.43g, 76%), m.p. 133°-136°.